From a dataset of the Open Reaction Database (ORD), a public repository of structured organic reaction records. describe an organic reaction: reactants, conditions, products, and yield Reactants: C(C)OC(=O)C=1OC(=NN1)C1=CC=C(C=C1)SC (2-ethoxycarbonyl-5-(4-methylthiophenyl)-1,3,4-oxadiazole), ClC=1C=C(C(=O)OO)C=CC1 (m-chloroperoxybenzoic acid). Solvent: C(Cl)(Cl)Cl (chloroform). Conditions: time 30 minute. Yields the product C(C)OC(=O)C=1OC(=NN1)C1=CC=C(C=C1)S(=O)C (2-ethoxycarbonyl-5-(4-methylsulfinylphenyl)-1,3,4-oxadiazole). RXN SMILES: [CH2:1]([O:3][C:4]([C:6]1[O:7][C:8]([C:11]2[CH:16]=[CH:15][C:14]([S:17][CH3:18])=[CH:13][CH:12]=2)=[N:9][N:10]=1)=[O:5])[CH3:2].ClC1C=C(C=CC=1)C(OO)=[O:24]>C(Cl)(Cl)Cl>[CH2:1]([O:3][C:4]([C:6]1[O:7][C:8]([C:11]2[CH:12]=[CH:13][C:14]([S:17]([CH3:18])=[O:24])=[CH:15][CH:16]=2)=[N:9][N:10]=1)=[O:5])[CH3:2]. Procedure: To a solution of 2-ethoxycarbonyl-5-(4-methylthiophenyl)-1,3,4-oxadiazole (0.7 g) in chloroform (14 ml), m-chloroperoxybenzoic acid (0.57 g) was added dropwise at 4°-6° C. with stirring. After 30 minutes, the reaction mixture was extracted with chloroform (50 ml), washed with a sodium iodide aqueous solution, a sodium thiosulfate aqueous solution, a sodium hydrogencarbonate aqueous solution and brine successively and dried over magnesium sulfate. After evaporating the solvent, the residue was cr...